Dataset: the Open Reaction Database (ORD), a public repository of structured organic reaction records. Task: describe an organic reaction: reactants, conditions, products, and yield The reactants are C(C)(C)(C)OC(=O)N1CCN(CC1)C1=CC=C(C=C1)C1=C(N=C(O1)C1=C2C=CNC2=CC=C1)C(=O)O (5-(4-(4-(tert-butoxycarbonyl)piperazin-1-yl)phenyl)-2-(1H-indol-4-yl)oxazole-4-carboxylic acid), [OH-].[Na+] (NaOH). The product is C(C)(C)(C)OC(=O)N1CCN(CC1)C1=CC=C(C=C1)C1=C(N=C(O1)C1=CC=C2C=CNC2=C1)C(=O)O (5-(4-(4-(tert-butoxycarbonyl)piperazin-1-yl)phenyl)-2-(1H-indol-6-yl)oxazole-4-carboxylic acid). RXN SMILES: [C:1]([O:5][C:6]([N:8]1[CH2:13][CH2:12][N:11]([C:14]2[CH:19]=[CH:18][C:17]([C:20]3[O:24][C:23]([C:25]4[CH:33]=[CH:32][CH:31]=[C:30]5[C:26]=4[CH:27]=[CH:28][NH:29]5)=[N:22][C:21]=3[C:34]([OH:36])=[O:35])=[CH:16][CH:15]=2)[CH2:10][CH2:9]1)=[O:7])([CH3:4])([CH3:3])[CH3:2].[OH-].[Na+]>>[C:1]([O:5][C:6]([N:8]1[CH2:13][CH2:12][N:11]([C:14]2[CH:19]=[CH:18][C:17]([C:20]3[O:24][C:23]([C:25]4[CH:26]=[C:30]5[C:31]([CH:27]=[CH:28][NH:29]5)=[CH:32][CH:33]=4)=[N:22][C:21]=3[C:34]([OH:36])=[O:35])=[CH:16][CH:15]=2)[CH2:10][CH2:9]1)=[O:7])([CH3:4])([CH3:2])[CH3:3] |f:1.2|. Reported procedure: 5-(4-(4-(tert-butoxycarbonyl)piperazin-1-yl)phenyl)-2-(1H-indol-6-yl)oxazole-4-carboxylic acid was prepared according to the method described for the synthesis of 5-(4-(4-(tert-butoxycarbonyl)piperazin-1-yl)phenyl)-2-(1H-indol-4-yl)oxazole-4-carboxylic acid in example M-12, except that during the NaOH mediated hydrolysis the reaction was worked up by acidifying the aqueous phase and extracting the product in DCM. The reactants are CC(=O)O, C1CCOC1, O=Cc1cccc(B(O)O)c1, O=C1N=C(NC2CCCCC2)C2(CC[NH2+]CC2)N1c1cccc(F)c1, Cl, Cl. The product is O=C1N=C(NC2CCCCC2)C2(CCN(Cc3cccc(B(O)O)c3)CC2)N1c1cccc(F)c1. As a reaction SMILES: [C:44]([OH:45])(=[O:46])[CH3:47].[CH2:39]1[O:40][CH2:41][CH2:42][CH2:43]1.[CH:28](=[O:29])[c:30]1[cH:31][c:32]([B:36]([OH:37])[OH:38])[cH:33][cH:34][cH:35]1.[CH:3]1([NH:9][C:10]2=[N:11][C:12](=[O:27])[N:13]([c:20]3[cH:21][c:22]([F:26])[cH:23][cH:24][cH:25]3)[C:14]23[CH2:15][CH2:16][NH2+:17][CH2:18][CH2:19]3)[CH2:4][CH2:5][CH2:6][CH2:7][CH2:8]1.[ClH:1].[ClH:2]>>[CH:3]1([NH:9][C:10]2=[N:11][C:12](=[O:27])[N:13]([c:20]3[cH:21][c:22]([F:26])[cH:23][cH:24][cH:25]3)[C:14]23[CH2:15][CH2:16][N:17]([CH2:28][c:30]2[cH:31][c:32]([B:36]([OH:37])[OH:38])[cH:33][cH:34][cH:35]2)[CH2:18][CH2:19]3)[CH2:4][CH2:5][CH2:6][CH2:7][CH2:8]1. Reactants: FC1=CC=C(C=C1)C1=CC=C(C=C1)C(CCC(=O)O)=O (4-(4'-fluoro-4-biphenylyl)-4-oxobutanoic acid), C[Mg]I (CH3MgI), C1(CCC(=O)O1)=O.[Al+3].[Cl-].[Cl-].[Cl-] (succinic anhydride AlCl3), FC1=CC=C(C=C1)C1=CC=C(C=C1)C(CCC(=O)N)C (4-(4'-fluoro-4-biphenylyl)pentanoic acid amide), FC1=CC=C(C=C1)C1=CC=CC=C1 (4-fluorobiphenyl). Product: FC1=CC=C(C=C1)C1=CC=C(C=C1)C(CCC(=O)O)(C)O (4-(4'-fluoro-4-biphenylyl)-4-hydroxy-pentanoic acid), I.C(C)(=O)O (HI acetic acid). Reaction SMILES: FC1C=CC(C2C=CC(C(C)CCC(N)=O)=CC=2)=CC=1.[F:21][C:22]1[CH:27]=[CH:26][C:25]([C:28]2[CH:33]=[CH:32][CH:31]=[CH:30][CH:29]=2)=[CH:24][CH:23]=1.C1(=O)[O:39][C:37](=[O:38])[CH2:36]C1.[Al+3].[Cl-].[Cl-].[Cl-].FC1C=CC(C2C=C[C:55]([C:58](=[O:64])[CH2:59][CH2:60][C:61]([OH:63])=[O:62])=CC=2)=CC=1.C[Mg][I:67]>>[F:21][C:22]1[CH:23]=[CH:24][C:25]([C:28]2[CH:33]=[CH:32][C:31]([C:58]([OH:64])([CH3:55])[CH2:59][CH2:60][C:61]([OH:63])=[O:62])=[CH:30][CH:29]=2)=[CH:26][CH:27]=1.[IH:67].[C:37]([OH:39])(=[O:38])[CH3:36] |f:2.3.4.5.6,10.11|. Reported procedure: A solution of 27.1 g of 4-(4'-fluoro-4-biphenylyl)pentanoic acid amide [obtainable by reacting 4-fluorobiphenyl with succinic anhydride/AlCl3 to give 4-(4'-fluoro-4-biphenylyl)-4-oxobutanoic acid, reaction with CH3MgI to give 4-(4'-fluoro-4-biphenylyl)-4-hydroxy-pentanoic acid, dehydroxylation with HI/acetic acid to give 4-(4'-fluoro-4-biphenylyl)-pentanoic acid, conversion into the chloride employing SOCl2 and reaction with NH3 ] in 150 ml of dioxane is added dropwise at 0° to a solution of 24 ...